From a dataset of the Open Reaction Database (ORD), a public repository of structured organic reaction records. describe an organic reaction: reactants, conditions, products, and yield Reactants: CC(=O)Nc1ccccc1CCC(C)(C)C, Cl. Yields the product CC(C)(C)CCc1ccccc1N, Cl. RXN SMILES: [CH3:1][C:2]([CH2:3][CH2:4][c:5]1[c:6]([NH:11][C:12](=[O:13])[CH3:14])[cH:7][cH:8][cH:9][cH:10]1)([CH3:15])[CH3:16].[ClH:17]>>[CH3:1][C:2]([CH2:3][CH2:4][c:5]1[c:6]([NH2:11])[cH:7][cH:8][cH:9][cH:10]1)([CH3:15])[CH3:16].[ClH:17]. Starting materials: CC(C)(C)O, Clc1nnc(-c2ccccc2)c2ccccc12, NC(=O)c1cc2nccc(Oc3ccc(N)cc3)c2s1. Yields the product NC(=O)c1cc2nccc(Oc3ccc(Nc4nnc(-c5ccccc5)c5ccccc45)cc3)c2s1. Reaction SMILES: [CH3:38][C:39]([OH:40])([CH3:41])[CH3:42].[Cl:21][c:22]1[n:23][n:24][c:25](-[c:32]2[cH:33][cH:34][cH:35][cH:36][cH:37]2)[c:26]2[cH:27][cH:28][cH:29][cH:30][c:31]12.[NH2:1][c:2]1[cH:3][cH:4][c:5]([O:6][c:7]2[c:8]3[c:9]([n:10][cH:11][cH:12]2)[cH:13][c:14]([C:16](=[O:17])[NH2:18])[s:15]3)[cH:19][cH:20]1>>[NH:1]([c:2]1[cH:3][cH:4][c:5]([O:6][c:7]2[c:8]3[c:9]([n:10][cH:11][cH:12]2)[cH:13][c:14]([C:16](=[O:17])[NH2:18])[s:15]3)[cH:19][cH:20]1)[c:22]1[n:23][n:24][c:25](-[c:32]2[cH:33][cH:34][cH:35][cH:36][cH:37]2)[c:26]2[cH:27][cH:28][cH:29][cH:30][c:31]12. Starting materials: COCC(CCN1CC(Oc2ccc(Cl)cc2)C1)NC(=O)OC(C)(C)C, ClCCl, O=C(O)C(F)(F)F. Yields the product COCC(N)CCN1CC(Oc2ccc(Cl)cc2)C1. RXN SMILES: [C:1]([O:2][C:3](=[O:4])[NH:7][CH:8]([CH2:9][CH2:10][N:11]1[CH2:12][CH:13]([O:15][c:16]2[cH:17][cH:18][c:19]([Cl:22])[cH:20][cH:21]2)[CH2:14]1)[CH2:23][O:24][CH3:25])([CH3:5])([CH3:6])[CH3:26].[Cl:34][CH2:35][Cl:36].[OH:27][C:28]([C:29]([F:30])([F:31])[F:32])=[O:33]>>[NH2:7][CH:8]([CH2:9][CH2:10][N:11]1[CH2:12][CH:13]([O:15][c:16]2[cH:17][cH:18][c:19]([Cl:22])[cH:20][cH:21]2)[CH2:14]1)[CH2:23][O:24][CH3:25]. Starting materials: O (water), ClC1=NC=C(C(=N1)Cl)C#N (2,4-dichloropyrimidine-5-carbonitrile), ClC=1C=C(C=CC1)CCN (2-(3-chlorophenyl)ethanamine), CCN(C(C)C)C(C)C (DIEA). Solvent: C1CCOC1 (THF), C(C)(=O)OCC (ethyl acetate). Reaction conditions: temperature 50 celsius, time 3 hour. Yields the product ClC1=NC(=NC=C1C#N)NCCC1=CC(=CC=C1)Cl (4-Chloro-2-((3-chlorophenethyl)amino)pyrimidine-5-carbonitrile). Isolated yield 37.8%. RXN SMILES: Cl[C:2]1[N:7]=[C:6]([Cl:8])[C:5]([C:9]#[N:10])=[CH:4][N:3]=1.[Cl:11][C:12]1[CH:13]=[C:14]([CH2:18][CH2:19][NH2:20])[CH:15]=[CH:16][CH:17]=1.CCN(C(C)C)C(C)C.O>C1COCC1.C(OCC)(=O)C>[Cl:8][C:6]1[C:5]([C:9]#[N:10])=[CH:4][N:3]=[C:2]([NH:20][CH2:19][CH2:18][C:14]2[CH:15]=[CH:16][CH:17]=[C:12]([Cl:11])[CH:13]=2)[N:7]=1. Procedure details: A mixture of 2,4-dichloropyrimidine-5-carbonitrile (5.0 g, 28.90 mmol), 2-(3-chlorophenyl)ethanamine (4.78 g, 28.9 mmol) and DIEA (7.45 g, 57.8 mmol) in THF (50 mL) was stirred at 50° C. for 3 h. After cooling to room temperature, water (80 mL) was added and the aqueous layer was extracted with ethyl acetate (3×100 mL). The combined organic layers were washed with saturated aqueous ammonium chloride, brine, dried over anhydrous sodium sulfate and filtered. The filtrate was evaporated in vacuum t... The solvent is C1CCOC1 (THF). Reaction conditions: temperature -78 celsius, time 1 hour. Procedure: To a cooled (−78° C.) solution of [2-(2-dimethylamino-ethyl)-benzo[b]thiophen-3-yl]-thiazol-5-yl-methanone (35 mg, 0.11 mmol) in anhydrous THF (2 mL), MeMgBr (0.4 mL, 0.55 mmol, 3M in ether) was added. The mixture was stirred for 1 hour at −78° C., an additional batch of MeMgBr (10 mL, 14 mmol) was added and the temperature was allowed to slowly increase to room temperature. The reaction was quenched with diluted NH4OH until pH ˜8, extracted with EtOAc and concentrated. The residue was purified ... The product is CN(CCC1=C(C2=C(S1)C=CC=C2)C(C)(O)C2=CN=CS2)C (1-[2-(2-dimethylamino-ethyl)-benzo[b]thiophen-3-yl]-1-thiazol-5-yl-ethanol). Starting materials: CN(CCC1=C(C2=C(S1)C=CC=C2)C(=O)C2=CN=CS2)C ([2-(2-dimethylamino-ethyl)-benzo[b]thiophen-3-yl]-thiazol-5-yl-methanone), C[Mg+].[Br-] (MeMgBr), C[Mg+].[Br-] (MeMgBr). RXN SMILES: [CH3:1][N:2]([CH3:21])[CH2:3][CH2:4][C:5]1[S:9][C:8]2[CH:10]=[CH:11][CH:12]=[CH:13][C:7]=2[C:6]=1[C:14]([C:16]1[S:20][CH:19]=[N:18][CH:17]=1)=[O:15].[CH3:22][Mg+].[Br-]>C1COCC1>[CH3:21][N:2]([CH3:1])[CH2:3][CH2:4][C:5]1[S:9][C:8]2[CH:10]=[CH:11][CH:12]=[CH:13][C:7]=2[C:6]=1[C:14]([C:16]1[S:20][CH:19]=[N:18][CH:17]=1)([OH:15])[CH3:22] |f:1.2|. Isolated yield 8.2%. Starting materials: O[C@@H]1C(OC2=C([C@H]1NC1=CC(CC1)=O)C=C(C=C2)C#N)(C)C (trans-3,4-dihydro-3-hydroxy-2,2-dimethyl-4-(3-oxo-1-cyclopent-1-enylamino)-2H-1-benzopyran-6-carbonitrile), ClN1C(CCC1=O)=O (N-chloro-succinimide). The solvent is ClCCl (dichloromethan), O1CCOCC1 (dioxan). The product is ClC1=C(CCC1=O)N[C@H]1[C@@H](C(OC2=C1C=C(C=C2)C#N)(C)C)O (trans-4-[N-(2-chloro-3-oxo-cyclopent-1-enyl)amino]-3,4-dihydro-3-hydroxy-2,2-dimethyl-2H-1-benzopyran-6-carbonitrile). Reaction SMILES: [OH:1][C@H:2]1[C@H:7]([NH:8][C:9]2[CH2:13][CH2:12][C:11](=[O:14])[CH:10]=2)[C:6]2[CH:15]=[C:16]([C:19]#[N:20])[CH:17]=[CH:18][C:5]=2[O:4][C:3]1([CH3:22])[CH3:21].[Cl:23]N1C(=O)CCC1=O>ClCCl.O1CCOCC1>[Cl:23][C:10]1[C:11](=[O:14])[CH2:12][CH2:13][C:9]=1[NH:8][C@@H:7]1[C:6]2[CH:15]=[C:16]([C:19]#[N:20])[CH:17]=[CH:18][C:5]=2[O:4][C:3]([CH3:22])([CH3:21])[C@H:2]1[OH:1]. Reported procedure: A solution of 150 mg of the title compound of example 5 in 5 ml of dichloromethan and 5 ml of dioxan is mixed with 77 mg of N-chloro-succinimide. After 50 minutes at room temperature the solution is poured on water and the organic components are extracted with dichloromethane/ethanol. Recristallisation of the raw product obtained after concentration yields white crystalls of the title compound having a m.p. of 288°-89° C. Starting materials: C, CCNC(=O)c1ccc(-n2nnc(C(=O)NC3CC3)c2COCc2ccccc2)cc1, CN(C)C=O, [Pd]. Yields the product CCNC(=O)c1ccc(-n2nnc(C(=O)NC3CC3)c2CO)cc1. RXN SMILES: [C:37].[CH2:1]([c:2]1[cH:3][cH:4][cH:5][cH:6][cH:7]1)[O:8][CH2:9][c:10]1[c:11]([C:26](=[O:27])[NH:28][CH:29]2[CH2:30][CH2:31]2)[n:12][n:13][n:14]1-[c:15]1[cH:16][cH:17][c:18]([C:21](=[O:22])[NH:23][CH2:24][CH3:25])[cH:19][cH:20]1.[O:32]=[CH:33][N:34]([CH3:35])[CH3:36].[Pd:38]>>[OH:8][CH2:9][c:10]1[c:11]([C:26](=[O:27])[NH:28][CH:29]2[CH2:30][CH2:31]2)[n:12][n:13][n:14]1-[c:15]1[cH:16][cH:17][c:18]([C:21](=[O:22])[NH:23][CH2:24][CH3:25])[cH:19][cH:20]1. Starting materials: FC1=C(C(=O)Cl)C(=CC=C1F)F (2,3,6-trifluorobenzoyl chloride), CO (methanol), O.NN (hydrazine monohydrate). Solvent: ClCCl (dichloromethane), C(C)O (ethanol). Run at time 2 hour. Product: FC1=C(C(=O)NN)C(=CC=C1F)F (2,3,6-trifluorobenzoic hydrazide). The yield is 21.0%. As a reaction SMILES: [F:1][C:2]1[C:10]([F:11])=[CH:9][CH:8]=[C:7]([F:12])[C:3]=1[C:4](Cl)=[O:5].CO.O.[NH2:16][NH2:17]>ClCCl.C(O)C>[F:1][C:2]1[C:10]([F:11])=[CH:9][CH:8]=[C:7]([F:12])[C:3]=1[C:4]([NH:16][NH2:17])=[O:5] |f:2.3|. Procedure: To 2,3,6-trifluorobenzoyl chloride (29 g, 0.15 mol) in dichloromethane (200 ml) was added methanol (30 ml) dropwise at 5° C. The solution was allowed to warm to room temperature and was stirred under nitrogen for 2 h. The solvent was removed in vacuo and the residual oil was stirred with hydrazine monohydrate (19 ml, 0.40 mol) in ethanol (120 ml) at reflux for 3 h. The solvent was removed in vacuo, and the residue was partitioned between dichloromethane (400 ml) and water (200 ml). The biphasic ...